From a dataset of the Open Reaction Database (ORD), a public repository of structured organic reaction records. describe an organic reaction: reactants, conditions, products, and yield Starting materials: C(C1=CC=CC=C1)OC(=O)N(NC(=O)OCC1=CC=CC=C1)C1(C(NC(C1)=O)=O)C(=O)OCC (ethyl 3-[N,N′-bis(benzyloxycarbonyl)hydrazino]-2,5-dioxopyrrolidine-3-carboxylate), [H][H] (hydrogen). Solvent: C(C)O (ethanol). Run at time 2.5 hour. The product is N(N)C1(C(NC(C1)=O)=O)C(=O)OCC (ethyl 3-hydrazino-2,5-dioxopyrrolidine-3-carboxylate). The yield is 100.8%. As a reaction SMILES: C(OC([N:11]([C:23]1([C:30]([O:32][CH2:33][CH3:34])=[O:31])[CH2:27][C:26](=[O:28])[NH:25][C:24]1=[O:29])[NH:12]C(OCC1C=CC=CC=1)=O)=O)C1C=CC=CC=1.[H][H]>C(O)C>[NH:11]([C:23]1([C:30]([O:32][CH2:33][CH3:34])=[O:31])[CH2:27][C:26](=[O:28])[NH:25][C:24]1=[O:29])[NH2:12]. Procedure details: To a solution of the compound of Example 1 (1.00 g) in ethanol (30 ml) was added 5% palladium-carbon ethylenediamine complex (100 mg). The mixture was stirred vigorously at room temperature under hydrogen (atmospheric pressure) for 2.5 hours. During this reaction, to remove carbon dioxide generated with the progress of the reaction, the gas in the reactor was replaced with hydrogen gas several times. The reaction mixture was filtered through a Celite pad and then the Celite was washed with ethan... The yield is 50.9%. Product: O=C(CCCC(=O)O)NCC1=CC=CC=C1 (5-oxo-5-(phenylmethylamino)pentanoic acid). Reported procedure: To a solution of 25 gm (220 mMol) glutaric anhydride in dichloromethane (250 ml) was added a solution of 26.4 ml (242 mMol) benzylamine in dichloromethane (50 ml) dropwise. The reaction mixture was stirred for 3 hours at room temperature. The reaction mixture was then poured into diethyl ether (500 ml) and the resulting solid was filtered The filter cake was washed with diethyl ether, dried under vacuum and then recrystallized from ethyl acetate to give 24.8 gm (51%) 5-oxo-5-(phenylmethylamino)p... Reaction conditions: time 3 hour. Solvent: ClCCl (dichloromethane), ClCCl (dichloromethane). The reactants are C(C)OCC (diethyl ether), C1(CCCC(=O)O1)=O (glutaric anhydride), C(C1=CC=CC=C1)N (benzylamine). As a reaction SMILES: [C:1]1(=[O:8])[O:7][C:5](=[O:6])[CH2:4][CH2:3][CH2:2]1.[CH2:9]([NH2:16])[C:10]1[CH:15]=[CH:14][CH:13]=[CH:12][CH:11]=1.C(OCC)C>ClCCl>[O:6]=[C:5]([NH:16][CH2:9][C:10]1[CH:15]=[CH:14][CH:13]=[CH:12][CH:11]=1)[CH2:4][CH2:3][CH2:2][C:1]([OH:7])=[O:8]. Reactants: BrCc1ccccc1, COC(=O)c1cc(-c2ccc(OC)cc2)n[nH]c1=O. RXN SMILES: [Br:20][CH2:21][c:22]1[cH:23][cH:24][cH:25][cH:26][cH:27]1.[CH3:1][O:2][C:3](=[O:4])[c:5]1[c:6](=[O:19])[nH:7][n:8][c:9](-[c:11]2[cH:12][cH:13][c:14]([O:17][CH3:18])[cH:15][cH:16]2)[cH:10]1>>[CH3:1][O:2][C:3](=[O:4])[c:5]1[c:6](=[O:19])[n:7]([CH2:21][c:22]2[cH:23][cH:24][cH:25][cH:26][cH:27]2)[n:8][c:9](-[c:11]2[cH:12][cH:13][c:14]([O:17][CH3:18])[cH:15][cH:16]2)[cH:10]1. The product is COC(=O)c1cc(-c2ccc(OC)cc2)nn(Cc2ccccc2)c1=O. The reactants are C(C)C(C=O)=CCCC (2-ethyl-2-hexenal), C=O (formalin), CO (methanol), aqueous solution, [OH-].[K+] (potassium hydroxide). Solvent: COCCOCCOC (diethylene glycol dimethyl ether). Run at temperature 50 celsius, time 4 hour. Product: C(C)C(C=O)=CC(CO)CC (2,4-diethyl-5-hydroxy-2-pentenal), C(C)C=1C(OCC(C1)CC)O (3,5-diethyl-5,6-dihydro-2H-2-pyranol). RXN SMILES: [CH2:1]([C:3](=[CH:6][CH2:7][CH2:8][CH3:9])[CH:4]=[O:5])[CH3:2].[CH2:10]=[O:11].CO.[OH-:14].[K+]>COCCOCCOC>[CH2:1]([C:3](=[CH:6][CH:7]([CH2:8][CH3:9])[CH2:10][OH:11])[CH:4]=[O:5])[CH3:2].[CH2:8]([C:7]1[CH:10]([OH:14])[O:11][CH2:4][CH:3]([CH2:1][CH3:2])[CH:6]=1)[CH3:9] |f:3.4|. Procedure: To a mixture of 28.7 g of 2-ethyl-2-hexenal (purity: 99.0%, 0.225 mol), 12.5 g (0.15 mol) of 37% formalin, and 25 ml of methanol heated to 50° C. was added dropwise 3.37 g (0.015 mol) of a 25% aqueous solution of potassium hydroxide over 20 minutes. After the dropping was completed, the mixture was further stirred at 50° C. for 4 hours. The reaction mixture was analyzed by gas chromatography (the internal standard method with diethylene glycol dimethyl ether as an internal standard), and the yie... The reactants are [Al+3], C1CCOC1, COc1ccc(CCC(N)=O)cc1OC, [H-], [H-], [H-], [H-], [H-], [Li+], [Na+], [OH-], O. The product is COc1ccc(CCCN)cc1OC. As a reaction SMILES: [Al+3:17].[CH2:25]1[O:26][CH2:27][CH2:28][CH2:29]1.[CH3:1][O:2][c:3]1[cH:4][c:5]([CH2:11][CH2:12][C:13](=[O:14])[NH2:15])[cH:6][cH:7][c:8]1[O:9][CH3:10].[H-:16].[H-:19].[H-:20].[H-:21].[H-:24].[Li+:18].[Na+:23].[OH-:22].[OH2:30]>>[CH3:1][O:2][c:3]1[cH:4][c:5]([CH2:11][CH2:12][CH2:13][NH2:15])[cH:6][cH:7][c:8]1[O:9][CH3:10]. Starting materials: [Li]CCCC, CCOCC, FC(F)(F)c1ccc(-c2cccc(Br)c2)cc1, CC(=O)CCCC#N, C1CCOC1. The product is CC(O)(CCCC#N)c1cccc(-c2ccc(C(F)(F)F)cc2)c1. As a reaction SMILES: [CH2:18]([Li:19])[CH2:20][CH2:21][CH3:22].[CH3:36][CH2:37][O:38][CH2:39][CH3:40].[F:1][C:2]([c:3]1[cH:4][cH:5][c:6](-[c:9]2[cH:10][c:11]([Br:15])[cH:12][cH:13][cH:14]2)[cH:7][cH:8]1)([F:16])[F:17].[O:23]=[C:24]([CH2:25][CH2:26][CH2:27][C:28]#[N:29])[CH3:30].[O:31]1[CH2:32][CH2:33][CH2:34][CH2:35]1>>[F:1][C:2]([c:3]1[cH:4][cH:5][c:6](-[c:9]2[cH:10][c:11]([C:24]([OH:23])([CH2:25][CH2:26][CH2:27][C:28]#[N:29])[CH3:30])[cH:12][cH:13][cH:14]2)[cH:7][cH:8]1)([F:16])[F:17].